This data is from the Open Reaction Database (ORD), a public repository of structured organic reaction records. The task is: describe an organic reaction: reactants, conditions, products, and yield The reactants are CC(=O)OI1(C=2C=CC=CC2C(=O)O1)(OC(=O)C)OC(=O)C (Dess-Martin periodinane), CN1C=NC=C1C(O)C1=CC=C(C=C1)OC1OCCCC1 ((1-Methyl-1H-imidazol-5-yl)(4-(tetrahydro-2H-pyran-2-yloxy)phenyl)methanol). Run in C(Cl)Cl (DCM). Reaction conditions: time 1 hour. Yields the product CN1C=NC=C1C(=O)C1=CC=C(C=C1)OC1OCCCC1 ((1-Methyl-1H-imidazol-5-yl)(4-(tetrahydro-2H-pyran-2-yloxy)phenyl)methanone). Yield: 23.0%. RXN SMILES: CC(OI1(OC(C)=O)(OC(C)=O)OC(=O)C2C=CC=CC1=2)=O.[CH3:23][N:24]1[C:28]([CH:29]([C:31]2[CH:36]=[CH:35][C:34]([O:37][CH:38]3[CH2:43][CH2:42][CH2:41][CH2:40][O:39]3)=[CH:33][CH:32]=2)[OH:30])=[CH:27][N:26]=[CH:25]1>C(Cl)Cl>[CH3:23][N:24]1[C:28]([C:29]([C:31]2[CH:32]=[CH:33][C:34]([O:37][CH:38]3[CH2:43][CH2:42][CH2:41][CH2:40][O:39]3)=[CH:35][CH:36]=2)=[O:30])=[CH:27][N:26]=[CH:25]1. Procedure details: Dess-Martin periodinane (21 g, 50 mmol) was added to a solution of 74.1 (14 g crude, ˜50 mmol) in DCM (200 mL). After 1 hour, the reaction mixture was concentrated with silica gel and chromatographed (silica gel, 1:2 EtOAc/hexane) to provide compound 74.2 (3.3 g, 11.5 mmol). MS ESI (pos.) m/e: 287.1 (M+H). Starting materials: C(#N)CC(=O)O (cyanoacetic acid), C(C1=CC=CC=C1)O (benzyl alcohol), CC=1C=CC(=CC1)S(=O)(=O)O (p-TsOH). Solvent: C1(=CC=CC=C1)C (toluene). The product is C(C1=CC=CC=C1)OC(CC#N)=O (Cyanoacetic Acid Benzyl Ester). Reaction SMILES: [C:1]([CH2:3][C:4]([OH:6])=[O:5])#[N:2].[CH2:7](O)[C:8]1[CH:13]=[CH:12][CH:11]=[CH:10][CH:9]=1.CC1C=CC(S(O)(=O)=O)=CC=1>C1(C)C=CC=CC=1>[CH2:7]([O:5][C:4](=[O:6])[CH2:3][C:1]#[N:2])[C:8]1[CH:13]=[CH:12][CH:11]=[CH:10][CH:9]=1. Procedure details: To a mixture of cyanoacetic acid (VII) 2.34 g (27.5 mmol) and benzyl alcohol (VIIIa) 2.70 g (25 mmol) in 60 mL of toluene 50 mg of p-TsOH was added and the mixture was refluxed in a flask with a Dean-Stark trap for 24 h. The mixture was cooled down and toluene was washed with H2O and toluene was evaporated. The residue was distilled in vacuo (Kugelrohr apparatus, 0.1 mm Hg, T. oven 170-180° C.). Yield 3.36 g (77%), a colorless oil. MS (m/z, rel. intensity, %): 167.0 ([M+NH4−CN]+, 27), 193.0 ([M+...